Dataset: the Open Reaction Database (ORD), a public repository of structured organic reaction records. Task: describe an organic reaction: reactants, conditions, products, and yield The reactants are C1=CC(=CC(=C1)Cl)C(=O)OO (mCPBA), ClC1=C(NC(=C1Cl)C)C(=O)NC1CCN(CC1)C=1C=C(C(=O)NOC)C=C(N1)S(=O)C (2-(4-{[(3,4-Dichloro-5-methyl-1H-pyrrol-2-yl)carbonyl]amino}piperidin-1-yl)-N-methoxy-6-(methylsulfinyl)isonicotinamide), crude mixture. The solvent is C(Cl)Cl (DCM). Reaction conditions: time 12 hour. Yields the product ClC1=C(NC(=C1Cl)C)C(=O)NC1CCN(CC1)C=1C=C(C(=O)NOC)C=C(N1)S(=O)(=O)C (2-(4-{[(3,4-Dichloro-5-methyl-1H-pyrrol-2-yl)carbonyl]amino}piperidin-1-yl)-N-methoxy-6-(methylsulfonyl)isonicotinamide). Yield: 11.8%. As a reaction SMILES: [Cl:1][C:2]1[C:6]([Cl:7])=[C:5]([CH3:8])[NH:4][C:3]=1[C:9]([NH:11][CH:12]1[CH2:17][CH2:16][N:15]([C:18]2[CH:19]=[C:20]([CH:26]=[C:27]([S:29]([CH3:31])=[O:30])[N:28]=2)[C:21]([NH:23][O:24][CH3:25])=[O:22])[CH2:14][CH2:13]1)=[O:10].C1C=C(Cl)C=C(C(OO)=[O:40])C=1>C(Cl)Cl>[Cl:1][C:2]1[C:6]([Cl:7])=[C:5]([CH3:8])[NH:4][C:3]=1[C:9]([NH:11][CH:12]1[CH2:13][CH2:14][N:15]([C:18]2[CH:19]=[C:20]([CH:26]=[C:27]([S:29]([CH3:31])(=[O:40])=[O:30])[N:28]=2)[C:21]([NH:23][O:24][CH3:25])=[O:22])[CH2:16][CH2:17]1)=[O:10]. Procedure details: 2-(4-{[(3,4-Dichloro-5-methyl-1H-pyrrol-2-yl)carbonyl]amino}piperidin-1-yl)-N-methoxy-6-(methylsulfinyl)isonicotinamide (Example 152) (90 mg, 0.185 mmol) was dissolved in anhydrous DCM (5 ml). mCPBA (32 mg, 0185 mmol) was added and the mixture was stirred at room temperature for 12 h. The crude mixture was diluted and washed with 10% sodium thiosulfate, water, brine and dried over sodium sulfate and concentrated in vacuo. The brown oil was purified by flash chromatography eluting with acetonitri... Starting materials: [Cl-].[Na+] (sodium chloride), C(C)(=O)C1(CCN(CC1)CCCOC=1C=C2CCC(NC2=CC1)=O)C1=CC=CC=C1 (6-[3-(4-acetyl-4-phenyl-1-piperidyl)propoxy]-3,4-dihydrocarbostyril), [H-].[Na+] (sodium hydride), CI (methyl iodide). Run in CN(C=O)C (dimethylformamide). Conditions: time 1 hour. Product: CN1C(=O)CCC2=CC(=CC=C12)OCCCN1CCC(CC1)(C1=CC=CC=C1)C(C)=O (1-methyl-6-[3-(4-acetyl-4-phenyl-1-piperidyl)propoxy]-3,4-dihydrocarbostyril). As a reaction SMILES: [C:1]([C:4]1([C:25]2[CH:30]=[CH:29][CH:28]=[CH:27][CH:26]=2)[CH2:9][CH2:8][N:7]([CH2:10][CH2:11][CH2:12][O:13][C:14]2[CH:15]=[C:16]3[C:21](=[CH:22][CH:23]=2)[NH:20][C:19](=[O:24])[CH2:18][CH2:17]3)[CH2:6][CH2:5]1)(=[O:3])[CH3:2].[H-].[Na+].[CH3:33]I.[Cl-].[Na+]>CN(C)C=O>[CH3:33][N:20]1[C:21]2[C:16](=[CH:15][C:14]([O:13][CH2:12][CH2:11][CH2:10][N:7]3[CH2:6][CH2:5][C:4]([C:1](=[O:3])[CH3:2])([C:25]4[CH:30]=[CH:29][CH:28]=[CH:27][CH:26]=4)[CH2:9][CH2:8]3)=[CH:23][CH:22]=2)[CH2:17][CH2:18][C:19]1=[O:24] |f:1.2,4.5|. Procedure details: 2.0 Grams of 6-[3-(4-acetyl-4-phenyl-1-piperidyl)propoxy]-3,4-dihydrocarbostyril and 0.25 g of sodium hydride (50% in oil) were mixed in 30 ml of dimethylformamide and stirred for 1 hour, then 0.7 g of methyl iodide was added thereto and stirred at a room temperature for 12 hours. The reaction mixture was poured into 80 ml of saturated sodium chloride solution and the organic layer was extracted with chloroform and the chloroform layer was washed with water and dried. Then the chloroform was rem...